This data is from the Open Reaction Database (ORD), a public repository of structured organic reaction records. The task is: describe an organic reaction: reactants, conditions, products, and yield Reactants: NC=1C(=NC(=NC1Cl)SCCC)N[C@H]1[C@@H]([C@@H]([C@H](C1)OCCO)O)O ((1S,2S,3R,5S)-3-((5-amino-6-chloro-2-(propylthio)pyrimidin-4-yl)amino)-5-(2-hydroxyethoxy)cyclopentane-1,2-diol), N(=O)OCCC(C)C (isopentyl nitrite). The solvent is C(C)(=O)OCC (ethyl acetate). Run at temperature 65 celsius, time 1 hour. The product is ClC=1C2=C(N=C(N1)SCCC)N(N=N2)[C@H]2[C@@H]([C@@H]([C@H](C2)OCCO)O)O ((1S,2S,3R,5S)-3-(7-chloro-5-(propylthio)-3H-[1,2,3]triazolo[4,5-d]pyrimidin-3-yl)-5-(2-hydroxyethoxy)cyclopentane-1,2-diol). The yield is 79.5%. Reaction SMILES: [NH2:1][C:2]1[C:3]([NH:13][C@@H:14]2[CH2:18][C@H:17]([O:19][CH2:20][CH2:21][OH:22])[C@@H:16]([OH:23])[C@H:15]2[OH:24])=[N:4][C:5]([S:9][CH2:10][CH2:11][CH3:12])=[N:6][C:7]=1[Cl:8].[N:25](OCCC(C)C)=O>C(OCC)(=O)C>[Cl:8][C:7]1[C:2]2[N:1]=[N:25][N:13]([C@@H:14]3[CH2:18][C@H:17]([O:19][CH2:20][CH2:21][OH:22])[C@@H:16]([OH:23])[C@H:15]3[OH:24])[C:3]=2[N:4]=[C:5]([S:9][CH2:10][CH2:11][CH3:12])[N:6]=1. Procedure details: To a stirring solution of (1S,2S,3R,5S)-3-((5-amino-6-chloro-2-(propylthio)pyrimidin-4-yl)amino)-5-(2-hydroxyethoxy)cyclopentane-1,2-diol (OLACINA; 0.38 g, 1 mmol) in ethyl acetate (7 mL) was added isopentyl nitrite (0.16 mL, 1.2 mmol). The reaction mixture was stirred for 1 h at 65° C. and then evaporated under reduced pressure to give a reddish powder which was recrystallized from a mixture of methyl tert-butyl ether/n-hexane to give CLTOL as a crystalline product (0.31 g, 80% yield): 99 area ...